This data is from the Open Reaction Database (ORD), a public repository of structured organic reaction records. The task is: describe an organic reaction: reactants, conditions, products, and yield Starting materials: Oc1cccc(Br)c1, CC#N, CN([SiH](C)C)[Si](C)(C)C, C[Si](C)(C)Cl. The product is C[Si](C)(C)Oc1cccc(Br)c1. Reaction SMILES: [Br:1][c:2]1[cH:3][c:4]([OH:8])[cH:5][cH:6][cH:7]1.[CH3:23][C:24]#[N:25].[CH3:9][SiH:10]([CH3:11])[N:16]([Si:12]([CH3:13])([CH3:14])[CH3:15])[CH3:17].[Cl:18][Si:19]([CH3:20])([CH3:21])[CH3:22]>>[Br:1][c:2]1[cH:3][c:4]([O:8][Si:12]([CH3:13])([CH3:14])[CH3:15])[cH:5][cH:6][cH:7]1. Starting materials: CC(=O)O, COc1cc([N+](=O)[O-])c2nccc(C)c2c1OCCCCCc1ccccc1, O. Product: COc1cc(N)c2nccc(C)c2c1OCCCCCc1ccccc1. As a reaction SMILES: [C:29]([OH:30])(=[O:31])[CH3:32].[CH3:1][O:2][c:3]1[c:4]([O:17][CH2:18][CH2:19][CH2:20][CH2:21][CH2:22][c:23]2[cH:24][cH:25][cH:26][cH:27][cH:28]2)[c:5]2[c:6]([CH3:16])[cH:7][cH:8][n:9][c:10]2[c:11]([N+:13]([O-:14])=[O:15])[cH:12]1.[OH2:33]>>[CH3:1][O:2][c:3]1[c:4]([O:17][CH2:18][CH2:19][CH2:20][CH2:21][CH2:22][c:23]2[cH:24][cH:25][cH:26][cH:27][cH:28]2)[c:5]2[c:6]([CH3:16])[cH:7][cH:8][n:9][c:10]2[c:11]([NH2:13])[cH:12]1. Starting materials: CNC (dimethylamine), [BH4-].[Na+] (sodium borohydride), O1C(OCC1)C1=CC=C(O1)CSCCNC(=C[N+](=O)[O-])NC (N-[2-[[5-(1,3-dioxolan-2-yl)-2-furanylmethyl]thio]ethyl]-N'-methyl-2-nitro-1,1-ethenediamine), Cl.CNC (dimethylamine hydrochloride), Cl (hydrochloric acid). Run in C(C)(=O)O (acetic acid), O (water). Run at time 10 minute. The product is CN(C)CC1=CC=C(O1)CSCCNC(=C[N+](=O)[O-])NC (N-[2-[[5-[(Dimethylamino)methyl]-2-furanylmethyl]thio]ethyl]-N'-methyl-2-nitro-1,1-ethenediamine). Isolated yield 21.3%. Reaction SMILES: O1CCO[CH:2]1[C:6]1[O:10][C:9]([CH2:11][S:12][CH2:13][CH2:14][NH:15][C:16]([NH:21][CH3:22])=[CH:17][N+:18]([O-:20])=[O:19])=[CH:8][CH:7]=1.Cl.[CH3:24][NH:25][CH3:26].Cl.CNC.[BH4-].[Na+]>O.C(O)(=O)C>[CH3:24][N:25]([CH2:2][C:6]1[O:10][C:9]([CH2:11][S:12][CH2:13][CH2:14][NH:15][C:16]([NH:21][CH3:22])=[CH:17][N+:18]([O-:20])=[O:19])=[CH:8][CH:7]=1)[CH3:26] |f:1.2,5.6|. Reported procedure: To a solution of N-[2-[[5-(1,3-dioxolan-2-yl)-2-furanylmethyl]thio]ethyl]-N'-methyl-2-nitro-1,1-ethenediamine (2.21 g) and dimethylamine hydrochloride (20 g) in water (5 ml) was added 2 N hydrochloric acid (5 ml). After 10 min, dimethylamine (33% in ethanol) (2 ml) was added, the solution cooled to 18° and sodium borohydride (1 g) added portionwise. The suspension was acidified with acetic acid (2.5 ml) and after 15 mins was heated at 60° for 15 mins. The suspension was evaporated to low bulk an...